Dataset: the Open Reaction Database (ORD), a public repository of structured organic reaction records. Task: describe an organic reaction: reactants, conditions, products, and yield Reactants: CCOP(=O)(Cc1ccc(Nc2ncc(C(F)(F)F)c(Nc3cccc4c3c(=O)c(C)cn4C(CC)C(=O)[O-])n2)c(OC)c1)OCC, C1CCOC1, CO, [Li+], [OH-], O. Reaction SMILES: [CH2:1]([CH3:2])[CH:3]([C:4](=[O:5])[O-:6])[n:7]1[cH:8][c:9]([CH3:47])[c:10](=[O:46])[c:11]2[c:12]([NH:17][c:18]3[n:19][c:20]([NH:28][c:29]4[c:30]([O:44][CH3:45])[cH:31][c:32]([CH2:35][P:36](=[O:37])([O:38][CH2:39][CH3:40])[O:41][CH2:42][CH3:43])[cH:33][cH:34]4)[n:21][cH:22][c:23]3[C:24]([F:25])([F:26])[F:27])[cH:13][cH:14][cH:15][c:16]12.[CH2:48]1[O:49][CH2:50][CH2:51][CH2:52]1.[CH3:56][OH:57].[Li+:54].[OH-:53].[OH2:55]>>[CH2:3]([C:4](=[O:5])[OH:6])[n:7]1[cH:8][c:9]([CH3:47])[c:10](=[O:46])[c:11]2[c:12]([NH:17][c:18]3[n:19][c:20]([NH:28][c:29]4[c:30]([O:44][CH3:45])[cH:31][c:32]([CH2:35][P:36](=[O:37])([O:38][CH2:39][CH3:40])[O:41][CH2:42][CH3:43])[cH:33][cH:34]4)[n:21][cH:22][c:23]3[C:24]([F:25])([F:26])[F:27])[cH:13][cH:14][cH:15][c:16]12. Product: CCOP(=O)(Cc1ccc(Nc2ncc(C(F)(F)F)c(Nc3cccc4c3c(=O)c(C)cn4CC(=O)O)n2)c(OC)c1)OCC.